This data is from the Open Reaction Database (ORD), a public repository of structured organic reaction records. The task is: describe an organic reaction: reactants, conditions, products, and yield Starting materials: O=C([O-])[O-], CCN(CC)C(=O)c1ccc2c(c1)Oc1ccccc1C2=C1CC2CCC(C1)N2, C=CCBr, CC#N, [K+], [K+], O. The product is C=CCN1C2CCC1CC(=C1c3ccccc3Oc3cc(C(=O)N(CC)CC)ccc31)C2. As a reaction SMILES: [C:30](=[O:31])([O-:32])[O-:33].[CH2:1]([CH3:2])[N:3]([C:4](=[O:5])[c:6]1[cH:7][cH:8][c:9]2[c:18]([cH:19]1)[O:17][c:16]1[c:11]([cH:12][cH:13][cH:14][cH:15]1)[C:10]2=[C:20]1[CH2:21][CH:22]2[CH2:23][CH2:24][CH:25]([CH2:26]1)[NH:27]2)[CH2:28][CH3:29].[CH2:36]([CH:37]=[CH2:38])[Br:39].[CH3:40][C:41]#[N:42].[K+:34].[K+:35].[OH2:43]>>[CH2:1]([CH3:2])[N:3]([C:4](=[O:5])[c:6]1[cH:7][cH:8][c:9]2[c:18]([cH:19]1)[O:17][c:16]1[c:11]([cH:12][cH:13][cH:14][cH:15]1)[C:10]2=[C:20]1[CH2:21][CH:22]2[CH2:23][CH2:24][CH:25]([CH2:26]1)[N:27]2[CH2:38][CH:37]=[CH2:36])[CH2:28][CH3:29]. Run in O (H2O). Yields the product FC1=CC2=C(C(=NO2)C2CCN(CC2)CCCOC2=C3C=CNC3=CC=C2)C=C1 (6-Fluoro-3-[1-[3-[(1-H-indol-4-yl)oxy]propyl]-4-piperidinyl]-1,2-benzisoxazole). Reactants: FC1=CC2=C(C(=NO2)C2CCNCC2)C=C1 (6-fluoro-3-(4-piperidinyl)-1,2-benzisoxazole), C(=O)([O-])[O-].[K+].[K+] (K2CO3), ClCCCOC1=C2C=CNC2=CC=C1 (4-(3-chloropropoxy)indole), CC#N (CH3CN), C(=O)([O-])[O-].[K+].[K+] (K2CO3). Procedure: A mixture of 6-fluoro-3-(4-piperidinyl)-1,2-benzisoxazole (3.5 g, 16 mmol), K2CO3 (2.2 g, 16 mmol), KI (200 mg), 4-(3-chloropropoxy)indole (3.0 g, 14 mmol) and CH3CN (100 ml) was stirred at reflux under N2 for 7 hours and then at ambient temperature for 68 hours. Reflux was resumed for an additional 6 hours whereupon a TLC revealed incomplete reaction. K2CO3 (0.5 g, 4 mmol) was added and the reaction was stirred at reflux for 17 hours. The cooled reaction was poured into H2O and the aqueous mixt... As a reaction SMILES: [F:1][C:2]1[CH:16]=[CH:15][C:5]2[C:6]([CH:9]3[CH2:14][CH2:13][NH:12][CH2:11][CH2:10]3)=[N:7][O:8][C:4]=2[CH:3]=1.C([O-])([O-])=O.[K+].[K+].Cl[CH2:24][CH2:25][CH2:26][O:27][C:28]1[CH:36]=[CH:35][CH:34]=[C:33]2[C:29]=1[CH:30]=[CH:31][NH:32]2.CC#N>O>[F:1][C:2]1[CH:16]=[CH:15][C:5]2[C:6]([CH:9]3[CH2:10][CH2:11][N:12]([CH2:24][CH2:25][CH2:26][O:27][C:28]4[CH:36]=[CH:35][CH:34]=[C:33]5[C:29]=4[CH:30]=[CH:31][NH:32]5)[CH2:13][CH2:14]3)=[N:7][O:8][C:4]=2[CH:3]=1 |f:1.2.3|. Conditions: time 68 hour. Yield: 103.5%. Starting materials: S(O)(O)(=O)=O (sulfuric acid), ClC1=CC=C(C2=C1C=NS2)[N+](=O)[O-] (4-chloro-7-nitro-1,2-benzisothiazole), [OH-].[Na+] (sodium hydroxide), O (water). The solvent is C(C)O (ethanol). The product is [N+](=O)([O-])C1=CC=C(C=2C=NSC21)O (7-nitro-4-hydroxy-1,2-benzisothiazole). Yield: 86.0%. As a reaction SMILES: Cl[C:2]1[C:7]2[CH:8]=[N:9][S:10][C:6]=2[C:5]([N+:11]([O-:13])=[O:12])=[CH:4][CH:3]=1.[OH-].[Na+].O.S(=O)(=O)(O)[OH:18]>C(O)C>[N+:11]([C:5]1[C:6]2[S:10][N:9]=[CH:8][C:7]=2[C:2]([OH:18])=[CH:3][CH:4]=1)([O-:13])=[O:12] |f:1.2|. Reported procedure: 43 g of 4-chloro-7-nitro-1,2-benzisothiazole and 16 g of sodium hydroxide powder in 400 ml of ethanol are stirred for 1 hour at 70° C. When the mixture has cooled, 500 ml of water are added, the batch is neutralized with dilute sulfuric acid whilst cooling with ice, and the product which has precipitated is filtered off. The filter cake is then washed with a little ice-cold methanol, and dried. 34 g (86% of theory) of 7-nitro-4-hydroxy-1,2-benzisothiazole are obtained, melting at 284° C. (with d... Reactants: C[O-].[Na+] (sodium methoxide), [Na] (sodium), ClC1=C(C=C(C=C1Cl)S(=O)(=O)N)S(=O)(=O)N (4,5-dichloro-m-benzenedisulfonamide). Solvent: CO (methanol), CO (methanol). Conditions: temperature 25 celsius. Yields the product [Na+].ClC1=C(C=C(C=C1Cl)S(=O)(=O)[NH-])S(=O)(=O)N (4,5-dichloro-m-benzenedisulfonamide mono sodium salt). As a reaction SMILES: C[O-].[Na+:3].[Na].[Cl:5][C:6]1[C:11]([Cl:12])=[CH:10][C:9]([S:13]([NH2:16])(=[O:15])=[O:14])=[CH:8][C:7]=1[S:17]([NH2:20])(=[O:19])=[O:18]>CO>[Na+:3].[Cl:5][C:6]1[C:11]([Cl:12])=[CH:10][C:9]([S:13]([NH-:16])(=[O:14])=[O:15])=[CH:8][C:7]=1[S:17]([NH2:20])(=[O:19])=[O:18] |f:0.1,5.6,^1:3|. Procedure: To a solution of sodium methoxide (5.0 millimoles) in methanol (100 ml), freshly generated by the careful portionwise additions of sodium (1.15 g, 5.0 millimole) to methanol (100 ml.), is added 4,5-dichloro-m-benzenedisulfonamide (15.16 g, 5.0 millimole) with stirring at 25° C. The resulting mixture is stirred at 25° C. for 30 minutes to provide a colorless solution which is filtered. Evaporation of the clear, colorless filtrate at 40° C. in vacuo provides a solid residue which is dried in vacuo... Starting materials: C(C)OC(=O)C=1C=C(C=CC1)N=C=O (3-ethoxycarbonylphenyl isocyanate), C12(CC3CC(CC(C1)C3)C2)OCC=2C=C(N(N2)C2=C(C=CC=C2)C)O (5-(adamantan-1-yloxymethyl)-2-o-tolyl-2H-pyrazol-3-ol), [H-].[Na+] (sodium hydride). Run in C1CCOC1 (THF), C1CCOC1 (THF), C1CCOC1 (THF). Run at time 30 minute. Product: C(C)OC(C1=CC(=CC=C1)NC(=O)C=1C(=NN(C1O)C1=C(C=CC=C1)C)COC12CC3CC(CC(C1)C3)C2)=O (3-{[3-(Adamantan-1-yloxymethyl)-5-hydroxy-1-o-tolyl-1H-pyrazole-4-carbonyl]-amino}-benzoic acid ethyl ester). Yield: 100.4%. RXN SMILES: [C:1]12([O:11][CH2:12][C:13]3[CH:14]=[C:15]([OH:25])[N:16]([C:18]4[CH:23]=[CH:22][CH:21]=[CH:20][C:19]=4[CH3:24])[N:17]=3)[CH2:10][CH:5]3[CH2:6][CH:7]([CH2:9][CH:3]([CH2:4]3)[CH2:2]1)[CH2:8]2.[H-].[Na+].[CH2:28]([O:30][C:31]([C:33]1[CH:34]=[C:35]([N:39]=[C:40]=[O:41])[CH:36]=[CH:37][CH:38]=1)=[O:32])[CH3:29]>C1COCC1>[CH2:28]([O:30][C:31](=[O:32])[C:33]1[CH:38]=[CH:37][CH:36]=[C:35]([NH:39][C:40]([C:14]2[C:13]([CH2:12][O:11][C:1]34[CH2:8][CH:7]5[CH2:6][CH:5]([CH2:4][CH:3]([CH2:9]5)[CH2:2]3)[CH2:10]4)=[N:17][N:16]([C:18]3[CH:23]=[CH:22][CH:21]=[CH:20][C:19]=3[CH3:24])[C:15]=2[OH:25])=[O:41])[CH:34]=1)[CH3:29] |f:1.2|. Reported procedure: A solution of 5-(adamantan-1-yloxymethyl)-2-o-tolyl-2H-pyrazol-3-ol (160 mg, 0.47 mmol) in anhydrous THF (4 mL) was added to a suspension of sodium hydride (26 mg of 60% dispersion in oil, 0.65 mmol) in THF (2 mL) under a dry argon atmosphere at room temperature. The mixture was stirred for 30 min. and a solution of 3-ethoxycarbonylphenyl isocyanate (99 mg, 0.5 mmol) in THF (1 mL) added. Stirring was continued for 1 h and the mixture partitioned between 5% KHSO4 (40 mL) and EtOAc (40 mL). The or...